This data is from the Open Reaction Database (ORD), a public repository of structured organic reaction records. The task is: describe an organic reaction: reactants, conditions, products, and yield Starting materials: ClC(=O)OC(Cl)(Cl)Cl (trichloromethyl chloroformate), FC1=C(N)C=C(C(=C1)Cl)OC1CCCC1 (2-fluoro-4-chloro-5-cyclopentyloxyaniline). The solvent is C(C)(=O)OCC (ethyl acetate), C(C)(=O)OCC (ethyl acetate). Product: FC1=C(C=C(C(=C1)Cl)OC1CCCC1)N=C=O (2-fluoro-4-chloro-5-cyclopentyloxyphenylisocyanate). Reaction SMILES: Cl[C:2](OC(Cl)(Cl)Cl)=[O:3].[F:9][C:10]1[CH:16]=[C:15]([Cl:17])[C:14]([O:18][CH:19]2[CH2:23][CH2:22][CH2:21][CH2:20]2)=[CH:13][C:11]=1[NH2:12]>C(OCC)(=O)C>[F:9][C:10]1[CH:16]=[C:15]([Cl:17])[C:14]([O:18][CH:19]2[CH2:23][CH2:22][CH2:21][CH2:20]2)=[CH:13][C:11]=1[N:12]=[C:2]=[O:3]. Procedure details: An ethyl acetate solution (5 ml) of trichloromethyl chloroformate (2.00 g, 10.0 mmol) was gradually dropwise added to an ethyl acetate solution (25 ml) of 2-fluoro-4-chloro-5-cyclopentyloxyaniline (2.30 g, 10.0 mmol) at room temperature. After addition, the whole was heated to remove ethyl acetate therefrom by distillation. As a result, 2-fluoro-4-chloro-5-cyclopentyloxyphenylisocyanate was obtained almost quantitatively. Starting materials: CN(C)C=O, COC(=O)c1c[nH]cc1C, Clc1nccc2ccccc12, [H-], [Na+], O. Yields the product COC(=O)c1cn(-c2nccc3ccccc23)cc1C. As a reaction SMILES: [CH3:25][N:26]([CH3:27])[CH:28]=[O:29].[CH3:3][O:4][C:5](=[O:6])[c:7]1[cH:8][nH:9][cH:10][c:11]1[CH3:12].[Cl:13][c:14]1[n:15][cH:16][cH:17][c:18]2[cH:19][cH:20][cH:21][cH:22][c:23]12.[H-:1].[Na+:2].[OH2:24]>>[CH3:3][O:4][C:5](=[O:6])[c:7]1[cH:8][n:9](-[c:14]2[n:15][cH:16][cH:17][c:18]3[cH:19][cH:20][cH:21][cH:22][c:23]23)[cH:10][c:11]1[CH3:12].